describe an organic reaction: reactants, conditions, products, and yield From a dataset of the Open Reaction Database (ORD), a public repository of structured organic reaction records. The reactants are CCOC(C)=O, COc1cc(C2c3cc4c(cc3C(N=[N+]=[N-])C3C(=O)OCC23)OCO4)cc(OC)c1O. The product is COc1cc(C2c3cc4c(cc3C(N)C3C(=O)OCC23)OCO4)cc(OC)c1O. As a reaction SMILES: [CH3:32][CH2:33][O:34][C:35](=[O:36])[CH3:37].[N:1](=[N+:2]=[N-:3])[CH:4]1[c:5]2[cH:6][c:7]3[c:8]([cH:12][c:13]2[CH:14]([c:21]2[cH:22][c:23]([O:30][CH3:31])[c:24]([OH:29])[c:25]([O:27][CH3:28])[cH:26]2)[CH:15]2[CH:16]1[C:17](=[O:20])[O:18][CH2:19]2)[O:9][CH2:10][O:11]3>>[NH2:1][CH:4]1[c:5]2[cH:6][c:7]3[c:8]([cH:12][c:13]2[CH:14]([c:21]2[cH:22][c:23]([O:30][CH3:31])[c:24]([OH:29])[c:25]([O:27][CH3:28])[cH:26]2)[CH:15]2[CH:16]1[C:17](=[O:20])[O:18][CH2:19]2)[O:9][CH2:10][O:11]3. Reactants: COC(=O)c1cc(Br)c(O)c(Br)n1, [NH4+], [OH-]. Product: NC(=O)c1cc(Br)c(O)c(Br)n1. As a reaction SMILES: [CH3:3][O:4][C:5](=[O:6])[c:7]1[n:8][c:9]([Br:15])[c:10]([OH:14])[c:11]([Br:13])[cH:12]1.[NH4+:1].[OH-:2]>>[NH2:1][C:5](=[O:4])[c:7]1[n:8][c:9]([Br:15])[c:10]([OH:14])[c:11]([Br:13])[cH:12]1. The reactants are CN(C)Cc1ccccc1Sc1ccc(F)cc1[N+](=O)[O-], CO, Cl, Cl[Sn]Cl. Yields the product CN(C)Cc1ccccc1Sc1ccc(F)cc1N. As a reaction SMILES: [CH3:1][N:2]([CH3:3])[CH2:4][c:5]1[c:6]([S:11][c:12]2[c:13]([N+:19]([O-:20])=[O:21])[cH:14][c:15]([F:18])[cH:16][cH:17]2)[cH:7][cH:8][cH:9][cH:10]1.[CH3:25][OH:26].[ClH:27].[Sn:22]([Cl:23])[Cl:24]>>[CH3:1][N:2]([CH3:3])[CH2:4][c:5]1[c:6]([S:11][c:12]2[c:13]([NH2:19])[cH:14][c:15]([F:18])[cH:16][cH:17]2)[cH:7][cH:8][cH:9][cH:10]1. Starting materials: C(#C)C1=NC=CC=C1 (2-ethynylpyridine), C(C)(C)NC(C)C (diisopropyl amine), BrC1=C(C=C2C(C3=C(N(C2=C1)C1CC1)SNC3=O)=O)F (7-bromo-9-cyclopropyl-6-fluoro-9H-isothiazolo[5,4-b]quinoline-3,4-dione). The reagents and catalysts are C=1C=CC(=CC1)[P](C=2C=CC=CC2)(C=3C=CC=CC3)[Pd]([P](C=4C=CC=CC4)(C=5C=CC=CC5)C=6C=CC=CC6)([P](C=7C=CC=CC7)(C=8C=CC=CC8)C=9C=CC=CC9)[P](C=1C=CC=CC1)(C=1C=CC=CC1)C=1C=CC=CC1 (Pd (PPh3)4). Run in CN(C)C=O (DMF). Conditions: temperature 90 celsius. Product: C1(CC1)N1C2=C(C(C3=CC(=C(C=C13)C#CC1=NC=CC=C1)F)=O)C(NS2)=O (9-cyclopropyl-6-fluoro-7-(2-(pyridin-2-yl)ethynyl) isothiazolo[5,4-b]quinoline-3,4(2H,9H)-dione). Reaction SMILES: Br[C:2]1[CH:11]=[C:10]2[C:5]([C:6](=[O:19])[C:7]3[C:17](=[O:18])[NH:16][S:15][C:8]=3[N:9]2[CH:12]2[CH2:14][CH2:13]2)=[CH:4][C:3]=1[F:20].[C:21]([C:23]1[CH:28]=[CH:27][CH:26]=[CH:25][N:24]=1)#[CH:22].C(NC(C)C)(C)C>CN(C=O)C.C1C=CC([P]([Pd]([P](C2C=CC=CC=2)(C2C=CC=CC=2)C2C=CC=CC=2)([P](C2C=CC=CC=2)(C2C=CC=CC=2)C2C=CC=CC=2)[P](C2C=CC=CC=2)(C2C=CC=CC=2)C2C=CC=CC=2)(C2C=CC=CC=2)C2C=CC=CC=2)=CC=1>[CH:12]1([N:9]2[C:10]3[C:5](=[CH:4][C:3]([F:20])=[C:2]([C:22]#[C:21][C:23]4[CH:28]=[CH:27][CH:26]=[CH:25][N:24]=4)[CH:11]=3)[C:6](=[O:19])[C:7]3[C:17](=[O:18])[NH:16][S:15][C:8]2=3)[CH2:14][CH2:13]1 |^1:44,46,65,84|. Procedure details: Pd (PPh3)4 (4.5 mg) is added to a stirred solution of 7-bromo-9-cyclopropyl-6-fluoro-9H-isothiazolo[5,4-b]quinoline-3,4-dione (23 mg, 0.065 mmole) in DMF (1 mL), followed by the addition of 2-ethynylpyridine (2 equivalents, 0.13 mmole) and diisopropyl amine (0.15 mL.) under argon at room temperature. The reaction tube is sealed and then stirred in a microwave (100 W, 90° C.) until complete as monitored by LC/MS. The reaction mixture is filtered and the filtrate concentrated in vacuo. The residue... Reactants: [Na+], C1COCCO1, [OH-], COC(=O)C1CN(CCSc2cccs2)CCC1CCC(O)c1c(Cl)cnc2ccc(OC)cc12. Product: COc1ccc2ncc(Cl)c(C(O)CCC3CCN(CCSc4cccs4)CC3C(=O)O)c2c1. RXN SMILES: [Na+:2].[O:38]1[CH2:39][CH2:40][O:41][CH2:42][CH2:43]1.[OH-:1].[OH:3][CH:4]([CH2:5][CH2:6][CH:7]1[CH:8]([C:21](=[O:22])[O:23][CH3:24])[CH2:9][N:10]([CH2:13][CH2:14][S:15][c:16]2[s:17][cH:18][cH:19][cH:20]2)[CH2:11][CH2:12]1)[c:25]1[c:26]([Cl:37])[cH:27][n:28][c:29]2[cH:30][cH:31][c:32]([O:35][CH3:36])[cH:33][c:34]12>>[OH:3][CH:4]([CH2:5][CH2:6][CH:7]1[CH:8]([C:21](=[O:22])[OH:23])[CH2:9][N:10]([CH2:13][CH2:14][S:15][c:16]2[s:17][cH:18][cH:19][cH:20]2)[CH2:11][CH2:12]1)[c:25]1[c:26]([Cl:37])[cH:27][n:28][c:29]2[cH:30][cH:31][c:32]([O:35][CH3:36])[cH:33][c:34]12. Reported procedure: A toluene/Water (175 mL+25 mL) mixture was degassed with nitrogen for 30 minutes. Cesium carbonate (14.9 g, 43.55 mmol) was added followed by 4-bromo-2,3,5,6-tetrafluoro-benzoic acid methyl ester (5.0 g, 17.42 mmol), 4-formyl boronic acid (3.4 g, 22.64 mmol) and dichlorobis(triphenylphosphine)-palladium(II) catalyst (0.611 g, 0.87 mmol). The reaction mixture was refluxed for 15 h. TLC shows completion of the reaction. The reaction mixture was cooled to room temperature and was extracted with eth... Reagents/catalysts: Cl[Pd]([P](C1=CC=CC=C1)(C2=CC=CC=C2)C3=CC=CC=C3)([P](C4=CC=CC=C4)(C5=CC=CC=C5)C6=CC=CC=C6)Cl (dichlorobis(triphenylphosphine)-palladium(II)). Starting materials: C([O-])([O-])=O.[Cs+].[Cs+] (Cesium carbonate), COC(C1=C(C(=C(C(=C1F)F)Br)F)F)=O (4-bromo-2,3,5,6-tetrafluoro-benzoic acid methyl ester), B(C1=CC=C(C=C1)C=O)(O)O (4-formyl boronic acid). As a reaction SMILES: C(=O)([O-])[O-].[Cs+].[Cs+].[CH3:7][O:8][C:9](=[O:21])[C:10]1[C:15]([F:16])=[C:14]([F:17])[C:13](Br)=[C:12]([F:19])[C:11]=1[F:20].B(O)(O)[C:23]1[CH:28]=[CH:27][C:26]([CH:29]=[O:30])=[CH:25][CH:24]=1>Cl[Pd](Cl)([P](C1C=CC=CC=1)(C1C=CC=CC=1)C1C=CC=CC=1)[P](C1C=CC=CC=1)(C1C=CC=CC=1)C1C=CC=CC=1>[CH3:7][O:8][C:9]([C:10]1[C:15]([F:16])=[C:14]([F:17])[C:13]([C:23]2[CH:28]=[CH:27][C:26]([CH:29]=[O:30])=[CH:25][CH:24]=2)=[C:12]([F:19])[C:11]=1[F:20])=[O:21] |f:0.1.2,^1:35,54|. The yield is 55.2%. Yields the product COC(=O)C1=C(C(=C(C(=C1F)F)C1=CC=C(C=C1)C=O)F)F (2,3,5,6-Tetrafluoro-4′-formyl-biphenyl-4-carboxylic acid methyl ester). Starting materials: aqueous solution, [Li+].[OH-] (LiOH), COC1=CC=C(CNC2=NC3=CC=C(C=C3C=C2/C=C(/C(=O)OCC)\C)Br)C=C1 ((E)-ethyl 3-(2-(4-methoxybenzylamino)-6-bromoquinolin-3-yl)-2-methylacrylate). Run in CO (MeOH), C1CCOC1 (THF). Conditions: time 1 hour. Yields the product COC1=CC=C(CNC2=NC3=CC=C(C=C3C=C2/C=C(/C(=O)O)\C)Br)C=C1 ((E)-3-(2-(4-methoxybenzylamino)-6-bromoquinolin-3-yl)-2-methylacrylic acid). Reaction SMILES: [Li+].[OH-].[CH3:3][O:4][C:5]1[CH:31]=[CH:30][C:8]([CH2:9][NH:10][C:11]2[C:20](/[CH:21]=[C:22](\[CH3:28])/[C:23]([O:25]CC)=[O:24])=[CH:19][C:18]3[C:13](=[CH:14][CH:15]=[C:16]([Br:29])[CH:17]=3)[N:12]=2)=[CH:7][CH:6]=1>CO.C1COCC1>[CH3:3][O:4][C:5]1[CH:6]=[CH:7][C:8]([CH2:9][NH:10][C:11]2[C:20](/[CH:21]=[C:22](\[CH3:28])/[C:23]([OH:25])=[O:24])=[CH:19][C:18]3[C:13](=[CH:14][CH:15]=[C:16]([Br:29])[CH:17]=3)[N:12]=2)=[CH:30][CH:31]=1 |f:0.1|. Procedure: Lithium chloride (2.41 g, 56.7 mmol) is stirred 4 h in MeCN (300 mL). To the cloudy solution was added 2-(4-methoxybenzylamino)-6-bromoquinoline-3-carbaldehyde (10.5 g, 28.4 mmol, prepared as in Example 2), ethyl 2-(diethoxyphosphoryl)propanoate (7.4 L, 34.0 mmol) and 2,3,4,6,7,8,9,10-octahydropyrimido[1,2-a]azepine (4.3 ml, 28.4 mmol) and the reaction is stirred 12 h. The reaction is partitioned between 10% sodium carbonate solution and EtOAc. The aqueous layer is extracted with EtOAc and the c...